This data is from the Open Reaction Database (ORD), a public repository of structured organic reaction records. The task is: describe an organic reaction: reactants, conditions, products, and yield Reactants: BrC1=CC(=C(C(=O)OC)C=C1)C#N (Methyl 4-bromo-2-cyanobenzoate), [OH-].[Li+] (lithium hydroxide), Cl (hydrochloric acid). Solvent: O (water), C(OC)COC (dimethoxyethane), [Cl-].[Na+].O (brine). Run at time 30 minute. Yields the product BrC1=CC(=C(C(=O)O)C=C1)C#N (4-bromo-2-cyanobenzoic acid). The yield is 99.2%. Reaction SMILES: [Br:1][C:2]1[CH:11]=[CH:10][C:5]([C:6]([O:8]C)=[O:7])=[C:4]([C:12]#[N:13])[CH:3]=1.[OH-].[Li+].Cl>C(COC)OC.O.[Cl-].[Na+].O>[Br:1][C:2]1[CH:11]=[CH:10][C:5]([C:6]([OH:8])=[O:7])=[C:4]([C:12]#[N:13])[CH:3]=1 |f:1.2,6.7.8|. Procedure: Methyl 4-bromo-2-cyanobenzoate (8.53 g) described in Preparation Example 75 was dissolved in dimethoxyethane (140 mL), a solution of lithium hydroxide 1 hydrate (2.24 g) in water (54 mL) was added dropwise under ice-cooling, and the mixture was stirred at the same temperature for 30 min. To the reaction mixture was added dropwise 1N hydrochloric acid (60 mL) under ice-cooling, saturated brine was added, and the mixture was extracted with ethyl acetate. The organic layer was washed with saturated...